From a dataset of the Open Reaction Database (ORD), a public repository of structured organic reaction records. describe an organic reaction: reactants, conditions, products, and yield Reactants: CC(C)Oc1ccc(-c2nc(-c3cccc4c3CCC4N)no2)cc1C#N, NS(N)(=O)=O, C1COCCO1. The product is CC(C)Oc1ccc(-c2nc(-c3cccc4c3CCC4NS(N)(=O)=O)no2)cc1C#N. RXN SMILES: [NH2:1][CH:2]1[CH2:3][CH2:4][c:5]2[c:6](-[c:11]3[n:12][o:13][c:14](-[c:16]4[cH:17][cH:18][c:19]([O:24][CH:25]([CH3:26])[CH3:27])[c:20]([C:21]#[N:22])[cH:23]4)[n:15]3)[cH:7][cH:8][cH:9][c:10]21.[NH2:28][S:29]([NH2:30])(=[O:31])=[O:32].[O:33]1[CH2:34][CH2:35][O:36][CH2:37][CH2:38]1>>[NH:1]([CH:2]1[CH2:3][CH2:4][c:5]2[c:6](-[c:11]3[n:12][o:13][c:14](-[c:16]4[cH:17][cH:18][c:19]([O:24][CH:25]([CH3:26])[CH3:27])[c:20]([C:21]#[N:22])[cH:23]4)[n:15]3)[cH:7][cH:8][cH:9][c:10]21)[S:29]([NH2:28])(=[O:31])=[O:32].